Dataset: the Open Reaction Database (ORD), a public repository of structured organic reaction records. Task: describe an organic reaction: reactants, conditions, products, and yield Reactants: Cl.C(C1=CC=CC=C1)OC1=C2CCCC(C2=CC=C1)C(=O)N(CC=1C=NNC1)C=1C=NC(=CC1)C(C)C (5-benzyloxy-N-(6-isopropylpyridin-3-yl)-N-[(pyrazol-4-yl)methyl]-1,2,3,4-tetrahydronaphthalene-1-carboxamide hydrochloride), ClCC=1N=C(SC1)C (4-(chloromethyl)-2-methylthiazole). Yields the product C(C1=CC=CC=C1)OC1=C2CCCC(C2=CC=C1)C(=O)N(C=1C=NC(=CC1)C(C)C)CC=1C=NN(C1)CC=1N=C(SC1)C (5-benzyloxy-N-({1-[(2-methylthiazol-4-yl)methyl]pyrazol-4-yl}methyl)-N-(6-isopropylpyridin-3-yl)-1,2,3,4-tetrahydronaphthalene-1-carboxamide). The yield is 76.8%. RXN SMILES: Cl.[CH2:2]([O:9][C:10]1[CH:19]=[CH:18][CH:17]=[C:16]2[C:11]=1[CH2:12][CH2:13][CH2:14][CH:15]2[C:20]([N:22]([C:29]1[CH:30]=[N:31][C:32]([CH:35]([CH3:37])[CH3:36])=[CH:33][CH:34]=1)[CH2:23][C:24]1[CH:25]=[N:26][NH:27][CH:28]=1)=[O:21])[C:3]1[CH:8]=[CH:7][CH:6]=[CH:5][CH:4]=1.Cl[CH2:39][C:40]1[N:41]=[C:42]([CH3:45])[S:43][CH:44]=1>>[CH2:2]([O:9][C:10]1[CH:19]=[CH:18][CH:17]=[C:16]2[C:11]=1[CH2:12][CH2:13][CH2:14][CH:15]2[C:20]([N:22]([CH2:23][C:24]1[CH:25]=[N:26][N:27]([CH2:39][C:40]2[N:41]=[C:42]([CH3:45])[S:43][CH:44]=2)[CH:28]=1)[C:29]1[CH:30]=[N:31][C:32]([CH:35]([CH3:37])[CH3:36])=[CH:33][CH:34]=1)=[O:21])[C:3]1[CH:8]=[CH:7][CH:6]=[CH:5][CH:4]=1 |f:0.1|. Reported procedure: By the reaction and treatment in the same manner as in Example 271 using 5-benzyloxy-N-(6-isopropylpyridin-3-yl)-N-[(pyrazol-4-yl)methyl]-1,2,3,4-tetrahydronaphthalene-1-carboxamide hydrochloride (0.83 g) and 4-(chloromethyl)-2-methylthiazole (0.55 g) as starting materials, 5-benzyloxy-N-({1-[(2-methylthiazol-4-yl)methyl]pyrazol-4-yl}methyl)-N-(6-isopropylpyridin-3-yl)-1,2,3,4-tetrahydronaphthalene-1-carboxamide (0.73 g) was obtained. By the reaction and treatment of this compound in the same ma... Starting materials: C(C)(C)(C)OC(=O)N[C@@H]1CN(CC12CCC2)C(=O)OCC2=CC=CC=C2 ((S)-benzyl 8-((tert-butoxycarbonyl)amino)-6-azaspiro[3.4]octane-6-carboxylate), Cl (HCl). Yields the product N[C@@H]1CN(CC12CCC2)C(=O)OCC2=CC=CC=C2 ((S)-benzyl 8-amino-6-azaspiro[3.4]octane-6-carboxylate). As a reaction SMILES: C(OC([NH:8][C@H:9]1[C:13]2([CH2:16][CH2:15][CH2:14]2)[CH2:12][N:11]([C:17]([O:19][CH2:20][C:21]2[CH:26]=[CH:25][CH:24]=[CH:23][CH:22]=2)=[O:18])[CH2:10]1)=O)(C)(C)C.Cl>>[NH2:8][C@H:9]1[C:13]2([CH2:16][CH2:15][CH2:14]2)[CH2:12][N:11]([C:17]([O:19][CH2:20][C:21]2[CH:26]=[CH:25][CH:24]=[CH:23][CH:22]=2)=[O:18])[CH2:10]1. Reported procedure: A solution of (S)-benzyl 8-((tert-butoxycarbonyl)amino)-6-azaspiro[3.4]octane-6-carboxylate (0.324 g, 0.900 mmol) in HCl (4.0 N in dioxane) (5.0 mL, 20.00 mmol) was stirred for 1 hr 25 min. +/−MS analysis after 1 hr indicated that essentially no starting material remained (m/e 261.3, M+H for desired product). HCl/dioxane was removed under vacuum, co-evaporated with ether, to yield the hydrochloride salt of the title compound as a white, glassy solid (quantitative yield). +/−MS: m/e 261.3 (M+H), ...